Task: describe an organic reaction: reactants, conditions, products, and yield. Dataset: the Open Reaction Database (ORD), a public repository of structured organic reaction records Starting materials: CC(C)CC(NC(=O)OCc1ccccc1)C(=O)O, C(=NC1CCCCC1)=NC1CCCCC1, Nc1nncs1, C1COCCO1. Yields the product CC(C)CC(NC(=O)OCc1ccccc1)C(=O)Nc1nncs1. RXN SMILES: [CH2:1]([c:2]1[cH:3][cH:4][cH:5][cH:6][cH:7]1)[O:8][C:9](=[O:10])[NH:11][CH:12]([CH2:13][CH:14]([CH3:15])[CH3:16])[C:17](=[O:18])[OH:19].[CH:26]1([N:27]=[C:28]=[N:29][CH:30]2[CH2:31][CH2:32][CH2:33][CH2:34][CH2:35]2)[CH2:36][CH2:37][CH2:38][CH2:39][CH2:40]1.[NH2:20][c:21]1[s:22][cH:23][n:24][n:25]1.[O:41]1[CH2:42][CH2:43][O:44][CH2:45][CH2:46]1>>[CH2:1]([c:2]1[cH:3][cH:4][cH:5][cH:6][cH:7]1)[O:8][C:9](=[O:10])[NH:11][CH:12]([CH2:13][CH:14]([CH3:15])[CH3:16])[C:17](=[O:19])[NH:20][c:21]1[s:22][cH:23][n:24][n:25]1.